From a dataset of the Open Reaction Database (ORD), a public repository of structured organic reaction records. describe an organic reaction: reactants, conditions, products, and yield Reactants: NC=1C(=C2C(N=C(O2)C2CC2)=C(C1C)C#N)F (6-Amino-2-cyclopropyl-7-fluoro-5-methyl-1,3-benzoxazole-4-carbonitrile), COC1OC(CC1)OC (2,5-dimethoxytetrahydrofuran). Solvent: C(C)(=O)O (acetic acid). Reaction conditions: temperature 100 celsius, time 3 hour. Product: C1(CC1)C=1OC=2C(N1)=C(C(=C(C2F)N2C=CC=C2)C)C#N (2-Cyclopropyl-7-fluoro-5-methyl-6-(pyrrol-1-yl)-1,3-benzoxazole-4-carbonitrile). The yield is 81.0%. RXN SMILES: [NH2:1][C:2]1[C:3]([F:17])=[C:4]2[O:8][C:7]([CH:9]3[CH2:11][CH2:10]3)=[N:6][C:5]2=[C:12]([C:15]#[N:16])[C:13]=1[CH3:14].CO[CH:20]1[CH2:24][CH2:23][CH:22](OC)O1>C(O)(=O)C>[CH:9]1([C:7]2[O:8][C:4]3[C:5](=[C:12]([C:15]#[N:16])[C:13]([CH3:14])=[C:2]([N:1]4[CH:20]=[CH:24][CH:23]=[CH:22]4)[C:3]=3[F:17])[N:6]=2)[CH2:10][CH2:11]1. Procedure: 6-Amino-2-cyclopropyl-7-fluoro-5-methyl-1,3-benzoxazole-4-carbonitrile (I-319) (29 mg, 0.13 mmol) was dissolved in acetic acid (2 ml), then at room temperature, 2,5-dimethoxytetrahydrofuran (49 μl, 0.38 mml) was added. The solution was stirred at 100° C. for 3 hours, then cooled to room temperature. The solvent was evaporated away under reduced pressure, the resulting residue was fractionated with ethyl acetate and an aqueous saturated sodium hydrogencarbonate solution. The aqueous layer was fur... The reactants are NC1=C2N=C(N(C2=NC(=N1)S)CC1=CC=CC=C1)O (6-amino-9-benzyl-8-hydroxy-2-mercaptopurine), C([O-])([O-])=O.[K+].[K+] (potassium carbonate), BrCCC1OCCO1 (2-(2-bromoethyl)-1,3-dioxolane). Solvent: CN(C=O)C (dimethylformamide). Reaction conditions: time 3 hour. Product: NC1=C2N=C(N(C2=NC(=N1)SCCC1OCCO1)CC1=CC=CC=C1)O (6-Amino-9-benzyl-2-[2-(1,3-dioxolan-2-yl)ethylthio)-8-hydroxypurine). The yield is 59.8%. As a reaction SMILES: [NH2:1][C:2]1[N:10]=[C:9]([SH:11])[N:8]=[C:7]2[C:3]=1[N:4]=[C:5]([OH:19])[N:6]2[CH2:12][C:13]1[CH:18]=[CH:17][CH:16]=[CH:15][CH:14]=1.C(=O)([O-])[O-].[K+].[K+].Br[CH2:27][CH2:28][CH:29]1[O:33][CH2:32][CH2:31][O:30]1>CN(C)C=O>[NH2:1][C:2]1[N:10]=[C:9]([S:11][CH2:27][CH2:28][CH:29]2[O:33][CH2:32][CH2:31][O:30]2)[N:8]=[C:7]2[C:3]=1[N:4]=[C:5]([OH:19])[N:6]2[CH2:12][C:13]1[CH:18]=[CH:17][CH:16]=[CH:15][CH:14]=1 |f:1.2.3|. Procedure details: Crude 6-amino-9-benzyl-8-hydroxy-2-mercaptopurine (200 mg, 0.73 mmol) was suspended in dimethylformamide (80 ml). To the suspension were added potassium carbonate (150 mg, 1.1 mmol) and 2-(2-bromoethyl)-1,3-dioxolane (0.14 ml, 1.1 mmol) in order. The mixture was stirred at room temperature for 3 hours. The solvent was removed in vacuo, and the residue was purified by silica gel chromatography (3% methanol/chloroform) to give the subject compound (163 mg, yield 60%). RXN SMILES: [CH:1]([N:4]1[CH2:9][CH2:8][CH:7]([O:10][C:11]2[CH:19]=[CH:18][C:17]3[N:16]4[CH2:20][CH2:21][NH:22][C:23](=[O:24])[C:15]4=[CH:14][C:13]=3[CH:12]=2)[CH2:6][CH2:5]1)([CH3:3])[CH3:2].[H-].[Na+].Br[CH:28]([C:30]1[CH:35]=[CH:34][CH:33]=[CH:32][CH:31]=1)[CH3:29]>>[CH:1]([N:4]1[CH2:9][CH2:8][CH:7]([O:10][C:11]2[CH:19]=[CH:18][C:17]3[N:16]4[CH2:20][CH2:21][N:22]([CH:28]([C:30]5[CH:35]=[CH:34][CH:33]=[CH:32][CH:31]=5)[CH3:29])[C:23](=[O:24])[C:15]4=[CH:14][C:13]=3[CH:12]=2)[CH2:6][CH2:5]1)([CH3:3])[CH3:2] |f:1.2|. Procedure: The title compound was synthesized in analogy to example 17, from 8-(1-isopropyl-piperidin-4-yloxy)-3,4-dihydro-2H-pyrazino[1,2-a]indol-1-one (example 1), sodium hydride and (1-bromoethyl)benzene, to give the desired product as a white foam (67%). The yield is 67.0%. Yields the product C(C)(C)N1CCC(CC1)OC1=CC=2C=C3N(C2C=C1)CCN(C3=O)C(C)C3=CC=CC=C3 ((RS)-8-(1-Isopropyl-piperidin-4-yloxy)-2-(1-phenyl-ethyl)-3,4-dihydro-2H-pyrazino[1,2-a]indol-1-one). The reactants are C(C)(C)N1CCC(CC1)OC1=CC=2C=C3N(C2C=C1)CCNC3=O (8-(1-Isopropyl-piperidin-4-yloxy)-3,4-dihydro-2H-pyrazino[1,2-a]indol-1-one), [H-].[Na+] (sodium hydride), BrC(C)C1=CC=CC=C1 ((1-bromoethyl)benzene). The reactants are BrC1=NC=C(C=C1)Cl (2-bromo-5-chloropyridine), CC1(OB(OC1(C)C)C=1CCN(CC1)NC(=O)OC(C)(C)C)C (tert-butyl 4-(4,4,5,5-tetramethyl-[1,3,2]dioxaborolan-2-yl)-3,6-dihydro-2H-pyridin-1-carbamate), C([O-])([O-])=O.[K+].[K+] (potassium carbonate). The reagents and catalysts are C1=CC=C(C=C1)P([C-]2C=CC=C2)C3=CC=CC=C3.C1=CC=C(C=C1)P([C-]2C=CC=C2)C3=CC=CC=C3.Cl[Pd]Cl.[Fe+2] (Pd(dppf)Cl2). Solvent: ClCCl (dichloromethane), CN(C)C=O (DMF). Run at temperature 80 celsius. Product: ClC=1C=CC(=NC1)C=1CCN(CC1)NC(=O)OC(C)(C)C (tert-Butyl 5-chloro-3′,6′-dihydro-2′H-[2,4′]bipyridine-1′-carbamate). RXN SMILES: Br[C:2]1[CH:7]=[CH:6][C:5]([Cl:8])=[CH:4][N:3]=1.CC1(C)C(C)(C)OB([C:17]2[CH2:18][CH2:19][N:20]([NH:23][C:24]([O:26][C:27]([CH3:30])([CH3:29])[CH3:28])=[O:25])[CH2:21][CH:22]=2)O1.C(=O)([O-])[O-].[K+].[K+]>CN(C=O)C.ClCCl.C1C=CC(P(C2C=CC=CC=2)[C-]2C=CC=C2)=CC=1.C1C=CC(P(C2C=CC=CC=2)[C-]2C=CC=C2)=CC=1.Cl[Pd]Cl.[Fe+2]>[Cl:8][C:5]1[CH:6]=[CH:7][C:2]([C:17]2[CH2:22][CH2:21][N:20]([NH:23][C:24]([O:26][C:27]([CH3:30])([CH3:29])[CH3:28])=[O:25])[CH2:19][CH:18]=2)=[N:3][CH:4]=1 |f:2.3.4,7.8.9.10|. Reported procedure: A solution of 2-bromo-5-chloropyridine (131 mg) in DMF (degassed with nitrogen; 4.5 ml) was added to a mixture of tert-butyl 4-(4,4,5,5-tetramethyl-[1,3,2]dioxaborolan-2-yl)-3,6-dihydro-2H-pyridin-1-carbamate (Eastwood, Paul R., Tetrahedron Lett, 41, 19, 2000, 3705-3708; 200 mg), potassium carbonate (0.265 g) and Pd(dppf)Cl2 (50 mg). The mixture was heated at 80° C. for 8 hours. After cooling, the mixture was diluted with dichloromethane and washed with sodium carbonate solution and water. The o... Reactants: CCCCCCCCCCCCCCCC(=O)Cl, ClCCl, CCNCCCN(C)C. Yields the product CCCCCCCCCCCCCCCC(=O)N(CC)CCCN(C)C. As a reaction SMILES: [C:10]([CH2:11][CH2:12][CH2:13][CH2:14][CH2:15][CH2:16][CH2:17][CH2:18][CH2:19][CH2:20][CH2:21][CH2:22][CH2:23][CH2:24][CH3:25])(=[O:26])[Cl:27].[CH2:28]([Cl:29])[Cl:30].[CH3:1][N:2]([CH2:3][CH2:4][CH2:5][NH:6][CH2:7][CH3:8])[CH3:9]>>[CH3:1][N:2]([CH2:3][CH2:4][CH2:5][N:6]([CH2:7][CH3:8])[C:10]([CH2:11][CH2:12][CH2:13][CH2:14][CH2:15][CH2:16][CH2:17][CH2:18][CH2:19][CH2:20][CH2:21][CH2:22][CH2:23][CH2:24][CH3:25])=[O:26])[CH3:9]. The reactants are BrCC1=NN(C2=CC=CC=C12)C(=O)OC(C)(C)C (3-bromomethyl-1-tert-butoxycarbonyl-1H-indazole), O=C1CC(N(C2=C(N1CC(=O)N(C1=CC=C(C=C1)OC)C(C)C)C=CC=C2)C=2C=NC=CC2)=O (2-(2,4-Dioxo-5-pyridin-3-yl-2,3,4,5-tetrahydro-benzo[b][1,4]diazepin-1-yl)-N-isopropyl-N-(4-methoxy-phenyl)-acetamide), Intermediate 48, solution. The solvent is CN(C)C=O (DMF), C1(=CC=CC=C1)C (toluene). Yields the product C(C)(C)(C)OC(=O)N1N=C(C2=CC=CC=C12)CC1C(N(C2=C(N(C1=O)CC(=O)N(C1=CC=C(C=C1)OC)C(C)C)C=CC=C2)C=2C=NC=CC2)=O (2-[3-(1-tert-butoxycarbonyl-1H-indazol-3-ylmethyl)-2,4-dioxo-5-pyridin-3-yl-2,3,4,5-tetrahydrobenzo[b][1,4]diazepin-1-yl]-N-isopropyl-N-(4-methoxy-phenyl) acetamide). The yield is 62.7%. As a reaction SMILES: [O:1]=[C:2]1[N:8]([CH2:9][C:10]([N:12]([CH:21]([CH3:23])[CH3:22])[C:13]2[CH:18]=[CH:17][C:16]([O:19][CH3:20])=[CH:15][CH:14]=2)=[O:11])[C:7]2[CH:24]=[CH:25][CH:26]=[CH:27][C:6]=2[N:5]([C:28]2[CH:29]=[N:30][CH:31]=[CH:32][CH:33]=2)[C:4](=[O:34])[CH2:3]1.Br[CH2:36][C:37]1[C:45]2[C:40](=[CH:41][CH:42]=[CH:43][CH:44]=2)[N:39]([C:46]([O:48][C:49]([CH3:52])([CH3:51])[CH3:50])=[O:47])[N:38]=1>CN(C=O)C.C1(C)C=CC=CC=1>[C:49]([O:48][C:46]([N:39]1[C:40]2[C:45](=[CH:44][CH:43]=[CH:42][CH:41]=2)[C:37]([CH2:36][CH:3]2[C:2](=[O:1])[N:8]([CH2:9][C:10]([N:12]([CH:21]([CH3:23])[CH3:22])[C:13]3[CH:14]=[CH:15][C:16]([O:19][CH3:20])=[CH:17][CH:18]=3)=[O:11])[C:7]3[CH:24]=[CH:25][CH:26]=[CH:27][C:6]=3[N:5]([C:28]3[CH:29]=[N:30][CH:31]=[CH:32][CH:33]=3)[C:4]2=[O:34])=[N:38]1)=[O:47])([CH3:52])([CH3:51])[CH3:50]. Procedure details: To a stirring solution of 597.8 mg (1.3 mmol) 2-(2,4-Dioxo-5-pyridin-3-yl-2,3,4,5-tetrahydro-benzo[b][1,4]diazepin-1-yl)-N-isopropyl-N-(4-methoxy-phenyl)-acetamide, prepared as in Intermediate 48, in 15 mL DMF at 0° C. is added 3.13 mL (1.57 mmol, 1.2 equiv) of a 0.5M solution of KN(TMS)2 in toluene. The reaction is allowed to warm to RT over 20 min, then is cooled back to 0° C., and 445.4 mg (1.43 mmol, 1.1 equiv) of 3-bromomethyl-1-tert-butoxycarbonyl-1H-indazole is added in one portion. The r... Reactants: C12(CC3CC(CC(C1)C3)C2)C=2C=C(C=CC2OC)O (3-(1-adamantyl)-4-methoxyphenol), BrCC=1SC=C(C1)C(=O)OC (methyl 2-bromomethyl-4-thiophenecarboxylate), [H-].[Na+] (sodium hydride), O (water). Solvent: CN(C)C=O (DMF), CN(C)C=O (DMF), CN(C)C=O (DMF). The product is C12(CC3CC(CC(C1)C3)C2)C=2C=C(OCC=3SC=C(C3)C(=O)OC)C=CC2OC (methyl 2-[3-(1-adamantyl)-4-methoxyphenoxymethyl]-4-thiophenecarboxylate). As a reaction SMILES: [H-].[Na+].[C:3]12([C:13]3[CH:14]=[C:15]([OH:21])[CH:16]=[CH:17][C:18]=3[O:19][CH3:20])[CH2:12][CH:7]3[CH2:8][CH:9]([CH2:11][CH:5]([CH2:6]3)[CH2:4]1)[CH2:10]2.Br[CH2:23][C:24]1[S:25][CH:26]=[C:27]([C:29]([O:31][CH3:32])=[O:30])[CH:28]=1.O>CN(C=O)C>[C:3]12([C:13]3[CH:14]=[C:15]([CH:16]=[CH:17][C:18]=3[O:19][CH3:20])[O:21][CH2:23][C:24]3[S:25][CH:26]=[C:27]([C:29]([O:31][CH3:32])=[O:30])[CH:28]=3)[CH2:4][CH:5]3[CH2:11][CH:9]([CH2:8][CH:7]([CH2:6]3)[CH2:12]1)[CH2:10]2 |f:0.1|. Reported procedure: 210 mg (7 mmol) of sodium hydride (80% in oil) and 10 ml of DMF were introduced into a three-necked flask under a stream of nitrogen. A solution of 1.8 g (7 mmol) of 3-(1-adamantyl)-4-methoxyphenol in 20 ml of DMF was added dropwise and the mixture was stirred until the evolution of gas had ceased. A solution of 1.7 g (7.2 mmol) of methyl 2-bromomethyl-4-thiophenecarboxylate in 15 ml of DMF was then added and the mixture was stirred at room temperature for two hours. The reaction medium was pour... The reactants are COC1=CC=C(C(=O)OC)C=C1 (methyl 4-methoxybenzoate), C[O-].[Na+] (sodium methoxide), C(C)#N (acetonitrile), C(C)#N (acetonitrile), Cl (HCl). Run in CS(=O)C (dimethyl sulfoxide), O (water). Run at temperature 110 celsius, time 2 hour. The product is COC1=CC=C(C(=O)CC#N)C=C1 (4-Methoxybenzoylacetonitrile). RXN SMILES: [CH3:1][O:2][C:3]1[CH:12]=[CH:11][C:6]([C:7]([O:9]C)=O)=[CH:5][CH:4]=1.C[O-].[Na+].Cl.[C:17](#[N:19])[CH3:18]>CS(C)=O.O>[CH3:1][O:2][C:3]1[CH:4]=[CH:5][C:6]([C:7]([CH2:18][C:17]#[N:19])=[O:9])=[CH:11][CH:12]=1 |f:1.2|. Procedure: To a solution of methyl 4-methoxybenzoate (7.2 kg) in dimethyl sulfoxide (21.6 L) were added sodium methoxide (3.046 kg) and acetonitrile (2.135 kg) and the mixture was stirred at 110° C. for 2 hours. Then, water (10.83 L) was added dropwise thereto at 15° C. or lower and further acetonitrile (14.4 L) was added to the mixture. Then, 6 N HCl was added thereto to adjust to pH 7.9 and the mixture was extracted with ethyl acetate (72 L). The aqueous layer was further extracted with ethyl acetate (36... The reactants are C(C)OC(=O)C1(CC2=CC=CC=C2C1)NC(C1=C(C(=CC=C1)C)C#CCCC)=O (2-(3-Methyl-2-pent-1-ynyl-benzoylamino)-indan-2-carboxylic acid ethyl ester). The reagents and catalysts are [Pd] (Pd—C). The solvent is CCO (EtOH). The product is C(C)OC(=O)C1(CC2=CC=CC=C2C1)NC(C1=C(C(=CC=C1)C)\C=C/CCC)=O (2-[3-Methyl-2-((Z)-pent-1-enyl)-benzoylamino]-indan-2-carboxylic acid ethyl ester). The yield is 55.7%. Reaction SMILES: [CH2:1]([O:3][C:4]([C:6]1([NH:15][C:16](=[O:29])[C:17]2[CH:22]=[CH:21][CH:20]=[C:19]([CH3:23])[C:18]=2[C:24]#[C:25][CH2:26][CH2:27][CH3:28])[CH2:14][C:13]2[C:8](=[CH:9][CH:10]=[CH:11][CH:12]=2)[CH2:7]1)=[O:5])[CH3:2]>CCO.[Pd]>[CH2:1]([O:3][C:4]([C:6]1([NH:15][C:16](=[O:29])[C:17]2[CH:22]=[CH:21][CH:20]=[C:19]([CH3:23])[C:18]=2/[CH:24]=[CH:25]\[CH2:26][CH2:27][CH3:28])[CH2:7][C:8]2[C:13](=[CH:12][CH:11]=[CH:10][CH:9]=2)[CH2:14]1)=[O:5])[CH3:2]. Procedure details: To a solution of 2-(3-methyl-2-pent-1-ynyl-benzoylamino)-indan-2-carboxylic acid ethyl ester (122) (300 mg, 0.77 mmol) in absolute EtOH (18 mL) is added the catalyst, Pd—C (50% wetted powder, 10% Pd, 30 mg, 1.4% mmol) under argon. The resulting reaction mixture is moved to the Paar apparatus to run hydrogenation: 50 psi, room temperature, overnight. The catalyst is removed by the filtration through a pre-column (10 g silica gel) and washed by EtOH. The combined EtOH solution is concentrated in v...